describe an organic reaction: reactants, conditions, products, and yield From a dataset of the Open Reaction Database (ORD), a public repository of structured organic reaction records. Reactants: O=C([O-])[O-], COc1ccc(Cn2nc(I)c3c(Oc4ccc(-c5cnc(CC6CCCCC6)n(C)c5=O)cc4F)ccnc32)cc1, [Cl-], [Li+], [Na+], [Na+], O=C(c1ccc(B(O)O)cc1)N1CCOCC1, C1COCCO1, c1ccc(P(c2ccccc2)(c2ccccc2)[Pd](P(c2ccccc2)(c2ccccc2)c2ccccc2)(P(c2ccccc2)(c2ccccc2)c2ccccc2)P(c2ccccc2)(c2ccccc2)c2ccccc2)cc1. Yields the product COc1ccc(Cn2nc(-c3ccc(C(=O)N4CCOCC4)cc3)c3c(Oc4ccc(-c5cnc(CC6CCCCC6)n(C)c5=O)cc4F)ccnc32)cc1. RXN SMILES: [C:68](=[O:69])([O-:70])[O-:71].[CH:1]1([CH2:7][c:8]2[n:9][cH:10][c:11](-[c:16]3[cH:17][c:18]([F:42])[c:19]([O:22][c:23]4[c:24]5[c:25]([n:26][cH:27][cH:28]4)[n:29]([CH2:33][c:34]4[cH:35][cH:36][c:37]([O:40][CH3:41])[cH:38][cH:39]4)[n:30][c:31]5[I:32])[cH:20][cH:21]3)[c:12](=[O:15])[n:13]2[CH3:14])[CH2:2][CH2:3][CH2:4][CH2:5][CH2:6]1.[Cl-:61].[Li+:60].[Na+:72].[Na+:73].[O:43]1[CH2:44][CH2:45][N:46]([C:49](=[O:50])[c:51]2[cH:52][cH:53][c:54]([B:57]([OH:58])[OH:59])[cH:55][cH:56]2)[CH2:47][CH2:48]1.[O:62]1[CH2:63][CH2:64][O:65][CH2:66][CH2:67]1.[cH:74]1[cH:75][cH:76][c:77]([P:78]([Pd:79]([P:80]([c:81]2[cH:82][cH:83][cH:84][cH:85][cH:86]2)([c:87]2[cH:88][cH:89][cH:90][cH:91][cH:92]2)[c:93]2[cH:94][cH:95][cH:96][cH:97][cH:98]2)([P:99]([c:100]2[cH:101][cH:102][cH:103][cH:104][cH:105]2)([c:106]2[cH:107][cH:108][cH:109][cH:110][cH:111]2)[c:112]2[cH:113][cH:114][cH:115][cH:116][cH:117]2)[P:118]([c:119]2[cH:120][cH:121][cH:122][cH:123][cH:124]2)([c:125]2[cH:126][cH:127][cH:128][cH:129][cH:130]2)[c:131]2[cH:132][cH:133][cH:134][cH:135][cH:136]2)([c:137]2[cH:138][cH:139][cH:140][cH:141][cH:142]2)[c:143]2[cH:144][cH:145][cH:146][cH:147][cH:148]2)[cH:149][cH:150]1>>[CH:1]1([CH2:7][c:8]2[n:9][cH:10][c:11](-[c:16]3[cH:17][c:18]([F:42])[c:19]([O:22][c:23]4[c:24]5[c:25]([n:26][cH:27][cH:28]4)[n:29]([CH2:33][c:34]4[cH:35][cH:36][c:37]([O:40][CH3:41])[cH:38][cH:39]4)[n:30][c:31]5-[c:54]4[cH:53][cH:52][c:51]([C:49]([N:46]5[CH2:45][CH2:44][O:43][CH2:48][CH2:47]5)=[O:50])[cH:56][cH:55]4)[cH:20][cH:21]3)[c:12](=[O:15])[n:13]2[CH3:14])[CH2:2][CH2:3][CH2:4][CH2:5][CH2:6]1. Reactants: ClC=1C=CC2=C(C(=CC3=C(S2)C=CC=C3)C#CCO)C1 (3-(8-chloro-dibenzo[b,f]thiepin-10-yl)-2-propyn-1-ol), CS(=O)(=O)Cl (methanesulfonyl chloride), Cl (hydrochloric acid). Solvent: N1=CC=CC=C1 (pyridine), N1=CC=CC=C1 (pyridine). Product: S(C)(=O)(=O)OCC#CC1=CC2=C(SC3=C1C=C(C=C3)Cl)C=CC=C2 (3-(8-chloro-dibenzo[b,f]thiepin-10-yl)-2-propyn-1-ol mesylate). RXN SMILES: [Cl:1][C:2]1[CH:3]=[CH:4][C:5]2[S:11][C:10]3[CH:12]=[CH:13][CH:14]=[CH:15][C:9]=3[CH:8]=[C:7]([C:16]#[C:17][CH2:18][OH:19])[C:6]=2[CH:20]=1.[CH3:21][S:22](Cl)(=[O:24])=[O:23].Cl>N1C=CC=CC=1>[S:22]([O:19][CH2:18][C:17]#[C:16][C:7]1[C:6]2[CH:20]=[C:2]([Cl:1])[CH:3]=[CH:4][C:5]=2[S:11][C:10]2[CH:12]=[CH:13][CH:14]=[CH:15][C:9]=2[CH:8]=1)(=[O:24])(=[O:23])[CH3:21]. Reported procedure: A solution of 6 g. of 3-(8-chloro-dibenzo[b,f]thiepin-10-yl)-2-propyn-1-ol in 50 ml. of pyridine is treated dropwise at -10° C. to 0° C. with 1.7 ml. of methanesulfonyl chloride in 10 ml. of pyridine and stirred at this temperature for 2 hours. After pouring onto ice, acidification with hydrochloric acid and extraction with eher, there is obtained 3-(8-chloro-dibenzo[b,f]thiepin-10-yl)-2-propyn-1-ol mesylate which melts at 100°-102° C. after recrystallization from ether. Starting materials: O=C([O-])[O-], COc1cc(C)cc(O)c1, COC(=O)c1cc(OC)c(C)c(OC)c1Br, CN(C)CC(=O)O, [Cs+], [Cs+], [Cu]I, C1COCCO1, O. Product: COC(=O)c1cc(OC)c(C)c(OC)c1Oc1cc(C)cc(OC)c1. RXN SMILES: [C:27](=[O:28])([O-:29])[O-:30].[CH3:17][O:18][c:19]1[cH:20][c:21]([OH:26])[cH:22][c:23]([CH3:25])[cH:24]1.[CH3:1][O:2][C:3]([c:4]1[c:5]([Br:15])[c:6]([O:13][CH3:14])[c:7]([CH3:12])[c:8]([O:10][CH3:11])[cH:9]1)=[O:16].[CH3:33][N:34]([CH2:35][C:36](=[O:37])[OH:38])[CH3:39].[Cs+:31].[Cs+:32].[Cu:40][I:41].[O:43]1[CH2:44][CH2:45][O:46][CH2:47][CH2:48]1.[OH2:42]>>[CH3:1][O:2][C:3]([c:4]1[c:5]([O:26][c:21]2[cH:20][c:19]([O:18][CH3:17])[cH:24][c:23]([CH3:25])[cH:22]2)[c:6]([O:13][CH3:14])[c:7]([CH3:12])[c:8]([O:10][CH3:11])[cH:9]1)=[O:16]. Reactants: CC(C)(C[Sn](CC(C)(C)c1ccccc1)(c1ccc(F)cc1)c1ccc(F)cc1)c1ccccc1, ClC(Cl)Cl, Cl. Product: CC(C)(C[Sn](Cl)(CC(C)(C)c1ccccc1)c1ccc(F)cc1)c1ccccc1. Reaction SMILES: [CH2:1]([C:2]([CH3:3])([CH3:4])[c:5]1[cH:6][cH:7][cH:8][cH:9][cH:10]1)[Sn:11]([c:12]1[cH:13][cH:14][c:15]([F:18])[cH:16][cH:17]1)([c:19]1[cH:20][cH:21][c:22]([F:23])[cH:24][cH:25]1)[CH2:26][C:27]([CH3:28])([CH3:29])[c:30]1[cH:31][cH:32][cH:33][cH:34][cH:35]1.[CH:37]([Cl:38])([Cl:39])[Cl:40].[Cl:36]>>[CH2:1]([C:2]([CH3:3])([CH3:4])[c:5]1[cH:6][cH:7][cH:8][cH:9][cH:10]1)[Sn:11]([c:12]1[cH:13][cH:14][c:15]([F:18])[cH:16][cH:17]1)([CH2:26][C:27]([CH3:28])([CH3:29])[c:30]1[cH:31][cH:32][cH:33][cH:34][cH:35]1)[Cl:38].